This data is from the Open Reaction Database (ORD), a public repository of structured organic reaction records. The task is: describe an organic reaction: reactants, conditions, products, and yield Starting materials: CC1(C(N(C(N1)=O)C1=CC(=C(C=C1)I)C(F)(F)F)=O)C (5,5-dimethyl-3-(4-iodo 3-(trifluoromethyl) phenyl) -2,4-imidazolidine dione), [Cu](C#N)C#N (copper cyanide). Solvent: CN(C=O)C (dimethylformamide). Reaction conditions: time 1 hour. Yields the product CC1(NC(N(C1=O)C1=CC(=C(C#N)C=C1)C(F)(F)F)=O)C (4-(4,4-dimethyl-2,5-dioxo-1-imidazolidinyl)-2-(trifluoromethyl)-benzonitril). The yield is 75.5%. Reaction SMILES: [CH3:1][C:2]1([CH3:20])[NH:6][C:5](=[O:7])[N:4]([C:8]2[CH:13]=[CH:12][C:11](I)=[C:10]([C:15]([F:18])([F:17])[F:16])[CH:9]=2)[C:3]1=[O:19].[Cu](C#N)[C:22]#[N:23]>CN(C)C=O>[CH3:1][C:2]1([CH3:20])[C:3](=[O:19])[N:4]([C:8]2[CH:13]=[CH:12][C:11]([C:22]#[N:23])=[C:10]([C:15]([F:18])([F:17])[F:16])[CH:9]=2)[C:5](=[O:7])[NH:6]1. Reported procedure: 184 g of the product of Example 2 is introduced at 20°±2° C. and 66.15 g of copper cyanide and 420 ml of dimethylformamide are added under agitation the whole is heated while distilling the methylene chloride until a temperature of 130° C. is obtained in the reaction medium and then it is maintained for 5 hours under agitation at this temperature. The medium is cooled down to 20°±2° C. under agitation, maintained for 1 hour under these conditions followed by separation and washing with 3×0.3 vol... Reactants: C(C)N1C(=C(C2=CC=CC=C12)C(C(=C(C(=O)O)Cl)Cl)=O)C (4-(1-ethyl-2-methyl-3-indolyl)-2,3-dichloro-4-oxo-2-butenoic acid), CC=1NC2=CC=CC=C2C1 (2-methylindole). The solvent is C(C)(=O)OC(C)=O (acetic anhydride). The product is C(C)N1C(=C(C2=CC=CC=C12)C1(C(=C(C(O1)=O)Cl)Cl)C1=C(NC2=CC=CC=C12)C)C (5-(1-ethyl-2-methyl-3-indolyl)-5-(2-methyl-3-indolyl)-3,4-dichloro-2(5H)-furanone). As a reaction SMILES: [CH2:1]([N:3]1[C:11]2[C:6](=[CH:7][CH:8]=[CH:9][CH:10]=2)[C:5]([C:12](=O)[C:13]([Cl:19])=[C:14]([Cl:18])[C:15]([OH:17])=[O:16])=[C:4]1[CH3:21])[CH3:2].[CH3:22][C:23]1[NH:24][C:25]2[C:30]([CH:31]=1)=[CH:29][CH:28]=[CH:27][CH:26]=2>C(OC(=O)C)(=O)C>[CH2:1]([N:3]1[C:11]2[C:6](=[CH:7][CH:8]=[CH:9][CH:10]=2)[C:5]([C:12]2([C:31]3[C:30]4[C:25](=[CH:26][CH:27]=[CH:28][CH:29]=4)[NH:24][C:23]=3[CH3:22])[O:17][C:15](=[O:16])[C:14]([Cl:18])=[C:13]2[Cl:19])=[C:4]1[CH3:21])[CH3:2]. Reported procedure: A mixture of 10.0 g (0.047 mole) of 4-(1-ethyl-2-methyl-3-indolyl)-2,3-dichloro-4-oxo-2-butenoic acid, 4.0 g (0.030 mole) of 2-methylindole and 150 ml of acetic anhydride was stirred at ambient temperature in an atmosphere of air for approximately seventeen hours and the solid which formed was collected by filtration. After drying in vacuo at 60° C. there was obtained 5-(1-ethyl-2-methyl-3-indolyl)-5-(2-methyl-3-indolyl)-3,4-dichloro-2(5H)-furanone (Formula V: R=CH3CH2 ; R1 =R3 =CH3 ; R2 =Y=Y1 =... Starting materials: C1(CCCCC1)N=C=NC1CCCCC1 (dicyclohexylcarbodiimide), O (water), O=C1NC(CSCC1)C(=O)O (5-oxoperhydro-1,4-thiazepine-3-carboxylic acid), NCCN1C(=CC=C1C)C (1-(2-aminoethyl)-2,5-dimethylpyrrole). Solvent: CN(C=O)C (dimethylformamide), C(Cl)Cl (methylene chloride). Run at time 24 hour. Yields the product CC=1N(C(=CC1)C)CCC1SCCC(NC1C(=O)N)=O (2-(2,5-Dimethyl-1-pyrrolyl)ethyl-5-oxoperhydro-1,4-thiazepine-3-carboxamide). Reaction SMILES: [O:1]=[C:2]1[CH2:8][CH2:7][S:6][CH2:5][CH:4]([C:9]([OH:11])=O)[NH:3]1.N[CH2:13][CH2:14][N:15]1[C:19]([CH3:20])=[CH:18][CH:17]=[C:16]1[CH3:21].C1([N:28]=C=NC2CCCCC2)CCCCC1.O>CN(C)C=O.C(Cl)Cl>[CH3:21][C:16]1[N:15]([CH2:14][CH2:13][CH:5]2[CH:4]([C:9]([NH2:28])=[O:11])[NH:3][C:2](=[O:1])[CH2:8][CH2:7][S:6]2)[C:19]([CH3:20])=[CH:18][CH:17]=1. Procedure details: 3.5 g (0.02 mol) of 5-oxoperhydro-1,4-thiazepine-3-carboxylic acid and 2.8 g (0.02 mol) of 1-(2-aminoethyl)-2,5-dimethylpyrrole are dissolved in 10 ml of dimethylformamide. After addition of 4.2 g (0.02 mol) of dicyclohexylcarbodiimide, dissolved in 10 ml of methylene chloride, to the mixture at 0° C., it is stirred at room temperature for 24 h, then water is added and the mixture is filtered with suction. The filtrate is extracted with methylene chloride, and the extract is chromatographed over... The reactants are CC(O)CN(Cc1ccccc1)Cc1ncc(Cl)nc1Cl, C1CCOC1, [H-], [Na+], O. Product: CC1CN(Cc2ccccc2)Cc2ncc(Cl)nc2O1. Reaction SMILES: [CH2:1]([c:2]1[cH:3][cH:4][cH:5][cH:6][cH:7]1)[N:8]([CH2:9][CH:10]([CH3:11])[OH:12])[CH2:13][c:14]1[n:15][cH:16][c:17]([Cl:21])[n:18][c:19]1[Cl:20].[CH2:25]1[O:26][CH2:27][CH2:28][CH2:29]1.[H-:22].[Na+:23].[OH2:24]>>[CH2:1]([c:2]1[cH:3][cH:4][cH:5][cH:6][cH:7]1)[N:8]1[CH2:9][CH:10]([CH3:11])[O:12][c:19]2[c:14]([n:15][cH:16][c:17]([Cl:21])[n:18]2)[CH2:13]1. Reactants: CS(=O)(=O)O.N1(C=NCC1)NC1=CC=C(C(=O)O)C=C1 (4-(2-imidazolinyl)amino-benzoic acid methanesulfonate), CS(=O)(=O)OC1=CC2=CC=C(C=C2C=C1)C(N)=N (6-amidino-2-naphthol methanesulfonate), C1CCC(CC1)N=C=NC2CCCCC2 (DCC). Reagents/catalysts: CN(C)C=1C=CN=CC1 (DMAP). Solvent: N1=CC=CC=C1 (pyridine). Run at time 8 hour. The product is CS(=O)(=O)O.CS(=O)(=O)O.N1(C=NCC1)NC1=CC=C(C(=O)OC2=CC3=CC=C(C=C3C=C2)C(N)=N)C=C1 (6-amidino-2-naphthyl 4-(2-imidazolinyl)amino-benzoate dimethanesulfonate). The yield is 41.4%. Reaction SMILES: [CH3:1][S:2]([OH:5])(=[O:4])=[O:3].[N:6]1([NH:11][C:12]2[CH:20]=[CH:19][C:15]([C:16]([OH:18])=[O:17])=[CH:14][CH:13]=2)[CH2:10][CH2:9][N:8]=[CH:7]1.[CH3:21][S:22]([O:25][C:26]1[CH:35]=[CH:34][C:33]2[C:28](=[CH:29][CH:30]=[C:31]([C:36](=[NH:38])[NH2:37])[CH:32]=2)[CH:27]=1)(=[O:24])=[O:23].C1CCC(N=C=NC2CCCCC2)CC1>CN(C1C=CN=CC=1)C.N1C=CC=CC=1>[CH3:1][S:2]([OH:5])(=[O:4])=[O:3].[CH3:21][S:22]([OH:25])(=[O:24])=[O:23].[N:6]1([NH:11][C:12]2[CH:13]=[CH:14][C:15]([C:16]([O:18][C:26]3[CH:35]=[CH:34][C:33]4[C:28](=[CH:29][CH:30]=[C:31]([C:36](=[NH:37])[NH2:38])[CH:32]=4)[CH:27]=3)=[O:17])=[CH:19][CH:20]=2)[CH2:10][CH2:9][N:8]=[CH:7]1 |f:0.1,6.7.8|. Procedure details: To 1.03 g of 4-(2-imidazolinyl)amino-benzoic acid methanesulfonate, 0.96 g of 6-amidino-2-naphthol methanesulfonate, 42 mg of DMAP and 1.06 g of DCC was added 5 ml of anhydrous pyridine. The resulting mixture was stirred overnight at room temperature. To the mixture was added 50 ml of aceone and the precipitate which was formed was collected by filtration. To the precipitate was added 40 ml of DMF. After stirring the precipitate which was formed was collected by filtration and 20 ml of water was... Starting materials: CCCCCC (n-hexane), amine, C(CC(=O)O)(=O)O (malonic acid), CC1([C@H]([C@@H]1C=O)C(=O)OC)C (methyl (±)-trans-2,2-dimethyl-3-formylcyclopropanecarboxylate). Run in C(C)(=O)OCC (ethyl acetate), designated solvent, C(C)(=O)OCC (ethyl acetate). The product is CC1([C@H]([C@@H]1\C=C(/C)\C(=O)O)C(=O)OC)C (Methyl(±)-trans-2,2-dimethyl-3-{2-carboxy-(E)-1-propenyl}cyclopropanecarboxylate). As a reaction SMILES: [CH3:1][C:2]1([CH3:11])[C@@H:4]([CH:5]=O)[C@@H:3]1[C:7]([O:9][CH3:10])=[O:8].[C:12](O)(=O)[CH2:13][C:14]([OH:16])=[O:15].CCCCCC>C(OCC)(=O)C>[CH3:1][C:2]1([CH3:11])[C@@H:4](/[CH:5]=[C:13](/[C:14]([OH:16])=[O:15])\[CH3:12])[C@@H:3]1[C:7]([O:9][CH3:10])=[O:8]. Procedure: Under a nitrogen atmosphere, 0.666 g of methyl (±)-trans-2,2-dimethyl-3-formylcyclopropanecarboxylate was dissolved in 10 mL of a designated solvent. A designated amount of an amine and 1.000 g of malonic acid was then added thereto, and the resulting mixture was stirred under heating. After the mixture was allowed to cool to room temperature, 50 mL of ethyl acetate was added to said mixture and the resulting mixture was washed with 3N-hydrochloric acid and then saturated brine to obtain an orga... The reactants are ClC1=CC=C(C=C1)N(CC1=CC=CC=C1)CC1=CC=C(OC(C(=O)OCC)(C)C)C=C1 (ethyl 2-[4-{N-(4-chlorophenyl)-N-benzylaminomethyl}phenoxy]-2-methylpropionate), aqueous solution, [OH-].[Na+] (sodium hydroxide). Run in C(C)O (ethanol). Yields the product ClC1=CC=C(C=C1)N(CC1=CC=CC=C1)CC1=CC=C(OC(C(=O)O)(C)C)C=C1 (2-[4-{N-(4-chlorophenyl)-N-benzylaminomethyl}phenoxy]-2-methylpropionic acid). Isolated yield 88.3%. Reaction SMILES: [Cl:1][C:2]1[CH:7]=[CH:6][C:5]([N:8]([CH2:16][C:17]2[CH:31]=[CH:30][C:20]([O:21][C:22]([CH3:29])([CH3:28])[C:23]([O:25]CC)=[O:24])=[CH:19][CH:18]=2)[CH2:9][C:10]2[CH:15]=[CH:14][CH:13]=[CH:12][CH:11]=2)=[CH:4][CH:3]=1.[OH-].[Na+]>C(O)C>[Cl:1][C:2]1[CH:3]=[CH:4][C:5]([N:8]([CH2:16][C:17]2[CH:18]=[CH:19][C:20]([O:21][C:22]([CH3:28])([CH3:29])[C:23]([OH:25])=[O:24])=[CH:30][CH:31]=2)[CH2:9][C:10]2[CH:15]=[CH:14][CH:13]=[CH:12][CH:11]=2)=[CH:6][CH:7]=1 |f:1.2|. Reported procedure: In 40 ml of ethanol is dissolved 2.3 g of ethyl 2-[4-{N-(4-chlorophenyl)-N-benzylaminomethyl}phenoxy]-2-methylpropionate, and 25 ml of 1 N aqueous solution of sodium hydroxide is added to the solution. The mixture is refluxed under heating for 2 hours. After concentrating the reaction mixture under reduced pressure, the residue is dissolved in water. The solution is adjusted to pH 4 with 10% hydrochloric acid. The resulting crystals are collected by filtration and dried to give 1.9 g of 2-[4-{N-...